Dataset: the Open Reaction Database (ORD), a public repository of structured organic reaction records. Task: describe an organic reaction: reactants, conditions, products, and yield Reactants: C(=O)[O-].[NH4+] (ammonium formate), FC=1C=C(CNC(=O)[C@@H]2N(CCN(C2)C=2SC3=C(N=C(N=C3Cl)C3CC3)N2)S(=O)(=O)C2=CC=C(C=C2)C(F)(F)F)C=CC1OC(F)(F)F ((R)-4-(7-chloro-5-cyclopropyl-thiazolo[4,5-d]pyrimidin-2-yl)-1-(4-trifluoromethyl-benzenesulfonyl)-piperazine-2-carboxylic acid 3-fluoro-4-trifluoromethoxy-benzylamide), C(=O)[O-].[NH4+] (ammonium formate). Reagents/catalysts: [C].[Pd] (palladium carbon), [C].[Pd] (palladium carbon), [C].[Pd] (palladium carbon), [C].[Pd] (palladium carbon). Solvent: C(C)(=O)OCC (ethyl acetate), C(C)O (ethanol). Run at temperature 80 celsius, time 30 minute. Product: FC=1C=C(CNC(=O)[C@@H]2N(CCN(C2)C=2SC3=C(N=C(N=C3)C3CC3)N2)S(=O)(=O)C2=CC=C(C=C2)C(F)(F)F)C=CC1OC(F)(F)F ((R)-4-(5-cyclopropyl-thiazolo[4,5-d]pyrimidin-2-yl)-1-(4-trifluoromethyl-benzenesulfonyl)-piperazine-2-carboxylic acid 3-fluoro-4-trifluoromethoxy-benzylamide). Isolated yield 62.1%. Reaction SMILES: [F:1][C:2]1[CH:3]=[C:4]([CH:41]=[CH:42][C:43]=1[O:44][C:45]([F:48])([F:47])[F:46])[CH2:5][NH:6][C:7]([C@H:9]1[CH2:14][N:13]([C:15]2[S:16][C:17]3[C:22](Cl)=[N:21][C:20]([CH:24]4[CH2:26][CH2:25]4)=[N:19][C:18]=3[N:27]=2)[CH2:12][CH2:11][N:10]1[S:28]([C:31]1[CH:36]=[CH:35][C:34]([C:37]([F:40])([F:39])[F:38])=[CH:33][CH:32]=1)(=[O:30])=[O:29])=[O:8].C([O-])=O.[NH4+]>C(O)C.C(OCC)(=O)C.[C].[Pd]>[F:1][C:2]1[CH:3]=[C:4]([CH:41]=[CH:42][C:43]=1[O:44][C:45]([F:48])([F:46])[F:47])[CH2:5][NH:6][C:7]([C@H:9]1[CH2:14][N:13]([C:15]2[S:16][C:17]3[CH:22]=[N:21][C:20]([CH:24]4[CH2:26][CH2:25]4)=[N:19][C:18]=3[N:27]=2)[CH2:12][CH2:11][N:10]1[S:28]([C:31]1[CH:32]=[CH:33][C:34]([C:37]([F:38])([F:40])[F:39])=[CH:35][CH:36]=1)(=[O:30])=[O:29])=[O:8] |f:1.2,5.6|. Procedure details: To a mixture of the compound (49 mg) obtained in Step 6 and ammonium formate (42 mg) in ethanol (1.0 ml) was added 10% palladium carbon (25 mg) at 80° C. After stirring at 80° C. for 30 min, 10% palladium carbon (25 mg) was added. After stirring at 80° C. for 30 min, ammonium formate (42 mg) and 10% palladium carbon (25 mg) were added. After stirring at 80° C. for 30 min, 10% palladium carbon (25 mg) was added. After stirring at 80° C. for 30 min, the reaction mixture was allowed to return to ro...